Dataset: the Open Reaction Database (ORD), a public repository of structured organic reaction records. Task: describe an organic reaction: reactants, conditions, products, and yield Starting materials: BrC1=CC2=C(NC(OC2(C)C)=O)C=C1 (6-bromo-4,4-dimethyl-1,4-dihydro-benzo[d][1,3]oxazin-2-one), ClC1=CC=C(C=C1)B(O)O (4-chlorophenyl boronic acid). The product is ClC1=CC=C(C=C1)C1=CC2=C(NC(OC2(C)C)=O)C=C1 (6-(4-Chloro-phenyl)-4,4-dimethyl-1,4-dihydro-benzo[d][1,3]-oxazin-2-one). Reaction SMILES: Br[C:2]1[CH:14]=[CH:13][C:5]2[NH:6][C:7](=[O:12])[O:8][C:9]([CH3:11])([CH3:10])[C:4]=2[CH:3]=1.[Cl:15][C:16]1[CH:21]=[CH:20][C:19](B(O)O)=[CH:18][CH:17]=1>>[Cl:15][C:16]1[CH:21]=[CH:20][C:19]([C:2]2[CH:14]=[CH:13][C:5]3[NH:6][C:7](=[O:12])[O:8][C:9]([CH3:11])([CH3:10])[C:4]=3[CH:3]=2)=[CH:18][CH:17]=1. Procedure: Prepared according to Procedure A from 6-bromo-4,4-dimethyl-1,4-dihydro-benzo[d][1,3]oxazin-2-one and 4-chlorophenyl boronic acid. White solid: mp 255-257° C.; 1H-NMR (DMSO-d6) δ 10.3 (s, 1H), 7.7 (d, 2H, J=8.52 Hz), 7.55 (m, 2H), 7.5 (d, 2H, J=8.52 Hz), 6.96 (d, 1H, J=8.52 Hz), 1.7 (s, 6H); MS (ESI) m/z 288 ([M+H]+, 70%); Anal. Calc. For C16H14ClNO2: C, 66.79; H, 4.90; N, 4.87. Found: C, 66.34; H, 4.76; N, 4.75.